This data is from the Open Reaction Database (ORD), a public repository of structured organic reaction records. The task is: describe an organic reaction: reactants, conditions, products, and yield Starting materials: BrN1C(CCC1=O)=O (N-bromosuccinimide), FC1=CC=CC(=N1)N(C)C ((6-fluoro-pyridin-2-yl)-dimethyl-amine), BrN1C(CCC1=O)=O (N-bromosuccinimide). Solvent: C(C)#N (acetonitrile), C(C)#N (acetonitrile), C(C)#N (acetonitrile). Reaction conditions: temperature 0 celsius, time 1 hour. Yields the product BrC=1C=CC(=NC1F)N(C)C ((5-bromo-6-fluoro-pyridin-2-yl)-dimethyl-amine). Isolated yield 190.0%. As a reaction SMILES: [F:1][C:2]1[N:7]=[C:6]([N:8]([CH3:10])[CH3:9])[CH:5]=[CH:4][CH:3]=1.[Br:11]N1C(=O)CCC1=O>C(#N)C>[Br:11][C:3]1[CH:4]=[CH:5][C:6]([N:8]([CH3:10])[CH3:9])=[N:7][C:2]=1[F:1]. Procedure: To a solution of Intermediate (6-fluoro-pyridin-2-yl)-dimethyl-amine (12.4 g, 88.4 mmol) in acetonitrile (400 mL) at 0° C. was added a solution of N-bromosuccinimide (7.87 g, 44.2 mmol) in acetonitrile (95 mL) dropwise over 15 min. The resulting solution was stirred at 0° C. for 1 hour. Another portion of N-bromosuccinimide (7.87 g, 44.2 mmol) in acetonitrile (95 mL) was subsequently added at 0° C. dropwise over 15 min. The solution was slowly warmed to room temperature and stirred overnight. Th... The reactants are O=C(Nc1nc(-c2cccc([N+](=O)[O-])c2)cs1)C1CCCN1C(=O)OCc1ccccc1, CCO, CCOC(C)=O, Cl[Sn]Cl. Product: Nc1cccc(-c2csc(NC(=O)C3CCCN3C(=O)OCc3ccccc3)n2)c1. Reaction SMILES: [CH2:1]([c:2]1[cH:3][cH:4][cH:5][cH:6][cH:7]1)[O:8][C:9](=[O:10])[N:11]1[CH:12]([C:16]([NH:17][c:18]2[s:19][cH:20][c:21](-[c:23]3[cH:24][c:25]([N+:29]([O-:30])=[O:31])[cH:26][cH:27][cH:28]3)[n:22]2)=[O:32])[CH2:13][CH2:14][CH2:15]1.[CH3:36][CH2:37][OH:38].[CH3:39][CH2:40][O:41][C:42]([CH3:43])=[O:44].[Sn:33]([Cl:34])[Cl:35]>>[CH2:1]([c:2]1[cH:3][cH:4][cH:5][cH:6][cH:7]1)[O:8][C:9](=[O:10])[N:11]1[CH:12]([C:16]([NH:17][c:18]2[s:19][cH:20][c:21](-[c:23]3[cH:24][c:25]([NH2:29])[cH:26][cH:27][cH:28]3)[n:22]2)=[O:32])[CH2:13][CH2:14][CH2:15]1.